This data is from the Open Reaction Database (ORD), a public repository of structured organic reaction records. The task is: describe an organic reaction: reactants, conditions, products, and yield Starting materials: ClC1=C(C=CC=C1)C1=C2CCC(N(C2=CC(=C1)OC1CN(CC1)C(=O)OCC1=CC=CC=C1)C1=C(C=CC=C1Cl)Cl)=O (benzyl 3-([5-(2-chlorophenyl)-1-(2,6-dichlorophenyl)-2-oxo-1,2,3,4-tetrahydroquinolin-7-yl]oxy}pyrrolidine-1-carboxylate), C(=O)(C(F)(F)F)O (TFA). The solvent is C(Cl)Cl (CH2Cl2). Conditions: time 1 hour. Yields the product ClC1=C(C=CC=C1)C1=C2CCC(N(C2=CC(=C1)OC1CNCC1)C1=C(C=CC=C1Cl)Cl)=O (5-(2-Chlorophenyl)-1-(2,6-dichlorophenyl)-7-(pyrrolidin-3-yloxy)-3,4-dihydroquinolin-2(1H)-one). As a reaction SMILES: [Cl:1][C:2]1[CH:7]=[CH:6][CH:5]=[CH:4][C:3]=1[C:8]1[CH:17]=[C:16]([O:18][CH:19]2[CH2:23][CH2:22][N:21](C(OCC3C=CC=CC=3)=O)[CH2:20]2)[CH:15]=[C:14]2[C:9]=1[CH2:10][CH2:11][C:12](=[O:42])[N:13]2[C:34]1[C:39]([Cl:40])=[CH:38][CH:37]=[CH:36][C:35]=1[Cl:41].C(O)(C(F)(F)F)=O>C(Cl)Cl>[Cl:1][C:2]1[CH:7]=[CH:6][CH:5]=[CH:4][C:3]=1[C:8]1[CH:17]=[C:16]([O:18][CH:19]2[CH2:23][CH2:22][NH:21][CH2:20]2)[CH:15]=[C:14]2[C:9]=1[CH2:10][CH2:11][C:12](=[O:42])[N:13]2[C:34]1[C:35]([Cl:41])=[CH:36][CH:37]=[CH:38][C:39]=1[Cl:40]. Procedure details: To a solution of benzyl 3-([5-(2-chlorophenyl)-1-(2,6-dichlorophenyl)-2-oxo-1,2,3,4-tetrahydroquinolin-7-yl]oxy}pyrrolidine-1-carboxylate (0.051 g) in 6 mL of CH2Cl2 was added 1 mL of TFA and the mixture was stirred for 1 h at rt. The reaction mixture was purified by preparative thin layer chromatography eluting with 10% ethanol/dichloromethane to give the product. Mass spectrum m/z (ESI) 487.15 (M+1). Yield: 100.1%. Procedure details: To a solution of 4-chloro-2-fluoro-benzyl cyanide (Oakwood) (1.70 g, 10.0 mmol) and 3,3-dimethyl-butyraldehyde (Aldrich) (1.0 g, 10.0 mmol) in iPrOH (20 mL) was added 2 N NaOH (2.0 mL) dropwise at rt and the reaction mixture was stirred at rt overnight. The reaction mixture was diluted with EtOAc and the organic layer was separated, washed with water, brine, dried over Na2SO4 and concentrated. The residue was dried overnight in vacuum to give (Z)-2-(4-chloro-2-fluoro-phenyl)-5,5-dimethyl-hex-2-e... Run in CCOC(=O)C (EtOAc), CC(C)O (iPrOH). As a reaction SMILES: [Cl:1][C:2]1[CH:10]=[CH:9][C:5]([CH2:6][C:7]#[N:8])=[C:4]([F:11])[CH:3]=1.[CH3:12][C:13]([CH3:18])([CH3:17])[CH2:14][CH:15]=O.[OH-].[Na+]>CC(O)C.CCOC(C)=O>[Cl:1][C:2]1[CH:10]=[CH:9][C:5](/[C:6](=[CH:15]/[CH2:14][C:13]([CH3:18])([CH3:17])[CH3:12])/[C:7]#[N:8])=[C:4]([F:11])[CH:3]=1 |f:2.3|. Yields the product ClC1=CC(=C(C=C1)/C(/C#N)=C/CC(C)(C)C)F ((Z)-2-(4-chloro-2-fluoro-phenyl)-5,5-dimethyl-hex-2-enenitrile). Reactants: ClC1=CC(=C(CC#N)C=C1)F (4-chloro-2-fluoro-benzyl cyanide), CC(CC=O)(C)C (3,3-dimethyl-butyraldehyde), [OH-].[Na+] (NaOH). Run at time 8 hour.